Dataset: the Open Reaction Database (ORD), a public repository of structured organic reaction records. Task: describe an organic reaction: reactants, conditions, products, and yield Yields the product N#Cc1cnc2ccc(NC(=O)C#CCN3CCOCC3)cc2c1Nc1cccc(Br)c1. Reaction SMILES: [CH3:21][N:22]1[CH2:23][CH2:24][O:25][CH2:26][CH2:27]1.[Cl:1][C:2]([O:3][CH2:4][CH:5]([CH3:6])[CH3:7])=[O:8].[NH2:28][c:29]1[cH:30][c:31]2[c:32]([NH:41][c:42]3[cH:43][c:44]([Br:48])[cH:45][cH:46][cH:47]3)[c:33]([C:39]#[N:40])[cH:34][n:35][c:36]2[cH:37][cH:38]1.[O:9]1[CH2:10][CH2:11][N:12]([CH2:15][C:16]#[C:17][C:18](=[O:19])[OH:20])[CH2:13][CH2:14]1.[cH:49]1[cH:50][cH:51][n:52][cH:53][cH:54]1>>[O:9]1[CH2:10][CH2:11][N:12]([CH2:15][C:16]#[C:17][C:18](=[O:20])[NH:28][c:29]2[cH:30][c:31]3[c:32]([NH:41][c:42]4[cH:43][c:44]([Br:48])[cH:45][cH:46][cH:47]4)[c:33]([C:39]#[N:40])[cH:34][n:35][c:36]3[cH:37][cH:38]2)[CH2:13][CH2:14]1. Reactants: CN1CCOCC1, CC(C)COC(=O)Cl, N#Cc1cnc2ccc(N)cc2c1Nc1cccc(Br)c1, O=C(O)C#CCN1CCOCC1, c1ccncc1.